This data is from the Open Reaction Database (ORD), a public repository of structured organic reaction records. The task is: describe an organic reaction: reactants, conditions, products, and yield As a reaction SMILES: [C:1](=[O:2])([CH3:3])[NH:4][c:5]1[cH:6][c:7]2[c:8]([cH:22][c:23]1[N+:24](=[O:25])[O-:26])[N:9]([c:15]1[n+:16]([O-:21])[cH:17][cH:18][cH:19][cH:20]1)[CH2:10][C:11]([CH3:13])([CH3:14])[O:12]2.[C:28](=[O:29])([O-:30])[OH:31].[CH3:33][CH2:34][OH:35].[ClH:27].[Na+:32]>>[NH2:4][c:5]1[cH:6][c:7]2[c:8]([cH:22][c:23]1[N+:24](=[O:25])[O-:26])[N:9]([c:15]1[n+:16]([O-:21])[cH:17][cH:18][cH:19][cH:20]1)[CH2:10][C:11]([CH3:13])([CH3:14])[O:12]2. The reactants are CC(=O)Nc1cc2c(cc1[N+](=O)[O-])N(c1cccc[n+]1[O-])CC(C)(C)O2, O=C([O-])O, CCO, Cl, [Na+]. Product: CC1(C)CN(c2cccc[n+]2[O-])c2cc([N+](=O)[O-])c(N)cc2O1. The reactants are 9-deoxypodophyllol, ClC=1C(C(=C(C(C1Cl)=O)C#N)C#N)=O (2,3-dichloro-5,6-dicyanobenzoquinone). Run in C(Cl)Cl (methylene chloride), C(Cl)Cl (methylene chloride). Reaction conditions: temperature 22 celsius, time 20 hour. The product is C1(OCCCCCC1)C1CCCCCCC1 (oxabicylooctane). RXN SMILES: Cl[C:2]1[C:3](=O)[C:4]([C:12]#N)=[C:5]([C:10]#N)[C:6](=[O:9])[C:7]=1Cl>C(Cl)Cl>[CH:6]1([CH:7]2[CH2:2][CH2:3][CH2:4][CH2:12][CH2:12][CH2:4][CH2:5]2)[CH2:5][CH2:10][CH2:6][CH2:7][CH2:2][CH2:3][O:9]1. Reported procedure: 123 mg of 9-deoxypodophyllol was dissolved in 18 mL of dry methylene chloride, and a solution of 82 mg of 2,3-dichloro-5,6-dicyanobenzoquinone in 2.7 mL of dry methylene chloride was added. The mixture was stirred at 22° C. in an atmosphere of dry nitrogen for 20 hours. Thereafter, the reaction mixture was processed in the manner described in Example 5 using volumes of extraction solvents, reagents, water, and brine in proportion to the amounts of starting diol and oxidizing agent used in this e... The reactants are C(C)C(C(C(=O)O)P(=O)(O)O)(CC)CC (triethyl-2-phosphonopropionic acid), [H-].[Na+] (sodium hydride), C1CCOC1 (THF), ice water, Cl (hydrochloric acid), BrC1=CC(=C(C=O)C(=C1)F)F (4-bromo-2,6-difluorobenzaldehyde), C1CCOC1 (THF). Run at time 1 hour. Product: BrC1=CC(=C(C(=C1)F)C=C(C(=O)OCC)C)F (ethyl 3-(4-bromo-2,6-difluorophenyl)-2-methylacrylate). As a reaction SMILES: C([C:3](CC)(CC)[CH:4](P(O)(O)=O)[C:5]([OH:7])=[O:6])C.[H-].[Na+].[Br:18][C:19]1[CH:26]=[C:25]([F:27])[C:22]([CH:23]=O)=[C:21]([F:28])[CH:20]=1.Cl.[CH2:30]1COC[CH2:31]1>>[Br:18][C:19]1[CH:26]=[C:25]([F:27])[C:22]([CH:23]=[C:4]([CH3:3])[C:5]([O:7][CH2:30][CH3:31])=[O:6])=[C:21]([F:28])[CH:20]=1 |f:1.2|. Procedure details: To a THF (100 mL) solution of triethyl-2-phosphonopropionic acid (33.8 mL) was added sodium hydride (8.4 g) under ice-cooling. After the reaction mixture was stirred for 1 h, to the reaction mixture was added a THF solution of 4-bromo-2,6-difluorobenzaldehyde (2) (23.2 g) dropwise under ice-cooling. After the reaction mixture was stirred under ice-cooling for 2 h, to the reaction mixture were added ice-water, 2N hydrochloric acid, and the reaction mixture was extracted with ethyl acetate. The or... Reactants: N (ammonia), ClC=1N=C(N=NC1C(=O)OCC)SC (5-chloro-3-methylsulfanyl-1,2,4-triazine-6-carboxylic acid, ethyl ester). Product: NC=1N=C(N=NC1C(=O)OCC)SC (5-amino-3-methylsulfanyl-1,2,4-triazine-6-carboxylic acid, ethyl ester). As a reaction SMILES: [NH3:1].Cl[C:3]1[N:4]=[C:5]([S:14][CH3:15])[N:6]=[N:7][C:8]=1[C:9]([O:11][CH2:12][CH3:13])=[O:10]>>[NH2:1][C:3]1[N:4]=[C:5]([S:14][CH3:15])[N:6]=[N:7][C:8]=1[C:9]([O:11][CH2:12][CH3:13])=[O:10]. Procedure details: can be prepared if ammonia is used to displace the chloro group of 5-chloro-3-methylsulfanyl-1,2,4-triazine-6-carboxylic acid, ethyl ester to give 5-amino-3-methylsulfanyl-1,2,4-triazine-6-carboxylic acid, ethyl ester. The aldehyde is obtained and reacted with a substituted phenyl acetonitrile as described above to provide the 6-amino-pyridotriazines. The methylthio group is displaced as described above, also, and the 6-amino group of the resulting 6-amino-7-substituted phenyl-3-substituted amin... The reactants are COC(=O)C(=Cc1cc(-c2ccccc2)cnc1NC(=O)OC(C)(C)C)NC(=O)OCc1ccccc1, C1CCOC1, CO. Yields the product COC(=O)C(Cc1cc(-c2ccccc2)cnc1NC(=O)OC(C)(C)C)NC(=O)OCc1ccccc1. RXN SMILES: [CH2:1]([c:2]1[cH:3][cH:4][cH:5][cH:6][cH:7]1)[O:8][C:9](=[O:10])[NH:11][C:12]([C:13](=[O:14])[O:15][CH3:16])=[CH:17][c:18]1[c:19]([NH:30][C:31](=[O:32])[O:33][C:34]([CH3:35])([CH3:36])[CH3:37])[n:20][cH:21][c:22](-[c:24]2[cH:25][cH:26][cH:27][cH:28][cH:29]2)[cH:23]1.[CH2:38]1[O:39][CH2:40][CH2:41][CH2:42]1.[CH3:43][OH:44]>>[CH2:1]([c:2]1[cH:3][cH:4][cH:5][cH:6][cH:7]1)[O:8][C:9](=[O:10])[NH:11][CH:12]([C:13](=[O:14])[O:15][CH3:16])[CH2:17][c:18]1[c:19]([NH:30][C:31](=[O:32])[O:33][C:34]([CH3:35])([CH3:36])[CH3:37])[n:20][cH:21][c:22](-[c:24]2[cH:25][cH:26][cH:27][cH:28][cH:29]2)[cH:23]1. Starting materials: COC1=CN=C2C(=CC=NC2=C1)SC1=CC=C(C=C1)NC1=NN=C(C2=CC=CC=C12)C1=CCN(CC1)C(=O)OC(C)(C)C (tert-butyl 4-(4-(4-(7-methoxy-1,5-naphthyridin-4-ylthio)phenylamino)phthalazin-1-yl)-5,6-dihydropyridine-1(2H)-carboxylate), C(=O)(C(F)(F)F)O (TFA). Solvent: C(Cl)Cl (DCM). Run at temperature 50 celsius, time 3 hour. Yields the product COC1=CN=C2C(=CC=NC2=C1)SC1=CC=C(C=C1)NC1=NN=C(C2=CC=CC=C12)C=1CCNCC1 (N-(4-(7-methoxy-1,5-naphthyridin-4-ylthio)phenyl)-4-(1,2,3,6-tetrahydropyridin-4-yl)phthalazin-1-amine). RXN SMILES: [CH3:1][O:2][C:3]1[CH:12]=[C:11]2[C:6]([C:7]([S:13][C:14]3[CH:19]=[CH:18][C:17]([NH:20][C:21]4[C:30]5[C:25](=[CH:26][CH:27]=[CH:28][CH:29]=5)[C:24]([C:31]5[CH2:36][CH2:35][N:34](C(OC(C)(C)C)=O)[CH2:33][CH:32]=5)=[N:23][N:22]=4)=[CH:16][CH:15]=3)=[CH:8][CH:9]=[N:10]2)=[N:5][CH:4]=1.C(O)(C(F)(F)F)=O>C(Cl)Cl>[CH3:1][O:2][C:3]1[CH:12]=[C:11]2[C:6]([C:7]([S:13][C:14]3[CH:15]=[CH:16][C:17]([NH:20][C:21]4[C:30]5[C:25](=[CH:26][CH:27]=[CH:28][CH:29]=5)[C:24]([C:31]5[CH2:36][CH2:35][NH:34][CH2:33][CH:32]=5)=[N:23][N:22]=4)=[CH:18][CH:19]=3)=[CH:8][CH:9]=[N:10]2)=[N:5][CH:4]=1. Reported procedure: In a 20 mL sealed tube was dissolved tert-butyl 4-(4-(4-(7-methoxy-1,5-naphthyridin-4-ylthio)phenylamino)phthalazin-1-yl)-5,6-dihydropyridine-1(2H)-carboxylate (0.200 g, 0.337 mmol) in DCM (1.00 mL). To the mixture was added TFA (0.130 mL, 1.69 mmol). The mixture was stirred at 50° C. for 3 hours, then cooled to RT and concentrated. The crude material was purified on an Isco silica gel chromatography using 0-100% CH2Cl2:MeOH:NH4OH (90:10:1)/CH2Cl2. The product fractions were concentrated to yiel... Starting materials: FC=1C(=NC2=CC=CC(=C2N1)C1=CC=2C(NCC3(C2N1)CC3)=O)C (2′-(3-fluoro-2-methyl-5-quinoxalinyl)-5′,6′-dihydrospiro[cyclopropane-1,7′-pyrrolo[3,2-c]pyridin]-4′(1′H)-one), C1(CC1)N (cyclopropylamine), CCN(C(C)C)C(C)C (DIPEA). Run at temperature 100 celsius. The product is C1(CC1)NC=1C(=NC2=CC=CC(=C2N1)C1=CC=2C(NCC3(C2N1)CC3)=O)C (2′-(3-(cyclopropylamino)-2-methyl-5-quinoxalinyl)-5′,6′-dihydrospiro[cyclopropane-1,7′-pyrrolo[3,2-c]pyridin]-4′(1′H)-one). Yield: 62.6%. As a reaction SMILES: F[C:2]1[C:3]([CH3:24])=[N:4][C:5]2[C:10]([N:11]=1)=[C:9]([C:12]1[NH:20][C:19]3[C:18]4([CH2:22][CH2:21]4)[CH2:17][NH:16][C:15](=[O:23])[C:14]=3[CH:13]=1)[CH:8]=[CH:7][CH:6]=2.[CH:25]1([NH2:28])[CH2:27][CH2:26]1.CCN(C(C)C)C(C)C>>[CH:25]1([NH:28][C:2]2[C:3]([CH3:24])=[N:4][C:5]3[C:10]([N:11]=2)=[C:9]([C:12]2[NH:20][C:19]4[C:18]5([CH2:21][CH2:22]5)[CH2:17][NH:16][C:15](=[O:23])[C:14]=4[CH:13]=2)[CH:8]=[CH:7][CH:6]=3)[CH2:27][CH2:26]1. Procedure: Prepared according to Example 131 using 2′-(3-fluoro-2-methyl-5-quinoxalinyl)-5′,6′-dihydrospiro[cyclopropane-1,7′-pyrrolo[3,2-c]pyridin]-4′(1′H)-one (Ex. 77a; 39 mg, 0.12 mmol), cyclopropylamine (Alfa Aesar, Ward Hill, Mass.; 14 mg, 0.25 mmol) and DIPEA (47 mg, 0.36 mmol) and heating at 100° C. for 1 h. Purification by chromatography (silica gel, 0-100% EtOAc in hexanes followed by 0-10% MeOH in DCM) provided 2′-(3-(cyclopropylamino)-2-methyl-5-quinoxalinyl)-5′,6′-dihydrospiro[cyclopropane-1,7′... Starting materials: Cl.S1C2=C(C(=C1)OC1CNC1)C=CC=C2 (3-(benzo[b]thiophen-3-yloxy)azetidine hydrochloride), CCN=C=NCCCN(C)C (EDCI), C=1C=CC2=C(C1)N=NN2O (HOBt), C(C)(C)N(CC)C(C)C (diisopropylethylamine), Cl.O=C1CCC=2C=C(C=NC2N1)/C=C/C(=O)O ((E)-3-(7-oxo-5,6,7,8-tetrahydro-1,8-naphthyridin-3-yl)-acrylic acid hydrochloride). Solvent: CN(C=O)C (dimethylformamide), O (water), C(C)(=O)OCC (ethyl acetate). Reaction conditions: time 8 hour. Product: S1C2=C(C(=C1)OC1CN(C1)C(/C=C/C=1C=C3CCC(NC3=NC1)=O)=O)C=CC=C2 ((E)-6-(3-(3-(Benzo[b]thiophen-3-yloxy)azetidin-1-yl)-3-oxoprop-1-enyl)-3,4-dihydro-1,8-naphthyridin-2(1H)-one), solid. The yield is 26.0%. As a reaction SMILES: Cl.[S:2]1[CH:6]=[C:5]([O:7][CH:8]2[CH2:11][NH:10][CH2:9]2)[C:4]2[CH:12]=[CH:13][CH:14]=[CH:15][C:3]1=2.CCN=C=NCCCN(C)C.C1C=CC2N(O)N=NC=2C=1.C(N(C(C)C)CC)(C)C.Cl.[O:47]=[C:48]1[NH:57][C:56]2[N:55]=[CH:54][C:53](/[CH:58]=[CH:59]/[C:60](O)=[O:61])=[CH:52][C:51]=2[CH2:50][CH2:49]1>CN(C)C=O.O.C(OCC)(=O)C>[S:2]1[CH:6]=[C:5]([O:7][CH:8]2[CH2:11][N:10]([C:60](=[O:61])/[CH:59]=[CH:58]/[C:53]3[CH:52]=[C:51]4[C:56](=[N:55][CH:54]=3)[NH:57][C:48](=[O:47])[CH2:49][CH2:50]4)[CH2:9]2)[C:4]2[CH:12]=[CH:13][CH:14]=[CH:15][C:3]1=2 |f:0.1,5.6|. Procedure: 3-(benzo[b]thiophen-3-yloxy)azetidine hydrochloride (140 mg, 0.58 mmol), EDCI (111 mg, 0.48 mmol), HOBt (78 mg, 0.58 mmol) and diisopropylethylamine (420 μL, 2.41 mmol) were successively added to a solution of (E)-3-(7-oxo-5,6,7,8-tetrahydro-1,8-naphthyridin-3-yl)-acrylic acid hydrochloride (123 mg, 0.48 mmol) in dimethylformamide (10 mL) at room temperature. The reaction mixture was stirred overnight and then diluted by addition of ethyl acetate (40 mL) and water (40 mL). The aqueous phase was ... Starting materials: C(C1=CC=CC=C1)OC(CBr)=O (benzyl-2-bromoacetate), C(C1=C(C=CC(=C1)Cl)O)C1=C(C=CC(=C1)Cl)O (2,2′-Methylene-bis(4-chloro-phenol)), C(C1=CC=CC=C1)OC(CBr)=O (benzyl-2-bromoacetate), C([O-])([O-])=O.[Li+].[Li+] (Lithium carbonate). The solvent is CN(C)C=O (DMF). Conditions: temperature 80 celsius, time 8 hour. The product is C(C1=CC=CC=C1)OC(COC1=C(C=C(C=C1)Cl)CC1=C(C=CC(=C1)Cl)O)=O ([4-chloro-2-(5-chloro-2-hydroxy-benzyl)-phenoxy]-acetic acid benzyl ester). Reaction SMILES: [CH2:1]([C:10]1[CH:15]=[C:14]([Cl:16])[CH:13]=[CH:12][C:11]=1[OH:17])[C:2]1[CH:7]=[C:6]([Cl:8])[CH:5]=[CH:4][C:3]=1[OH:9].C(=O)([O-])[O-].[Li+].[Li+].[CH2:24]([O:31][C:32](=[O:35])[CH2:33]Br)[C:25]1[CH:30]=[CH:29][CH:28]=[CH:27][CH:26]=1>CN(C=O)C>[CH2:24]([O:31][C:32](=[O:35])[CH2:33][O:17][C:11]1[CH:12]=[CH:13][C:14]([Cl:16])=[CH:15][C:10]=1[CH2:1][C:2]1[CH:7]=[C:6]([Cl:8])[CH:5]=[CH:4][C:3]=1[OH:9])[C:25]1[CH:30]=[CH:29][CH:28]=[CH:27][CH:26]=1 |f:1.2.3|. Procedure details: 2,2′-Methylene-bis(4-chloro-phenol) (12 g, 44.6 mmol) is dissolved in DMF (100 mL). Lithium carbonate (3.3 g, 44.6 mmol) is added, followed by benzyl-2-bromoacetate (7.7 mL, 49 mmol). The suspension is stirred at 80° C. for 8 hours. Further benzyl-2-bromoacetate (1 mL, 6.4 mmol) is added and stirring continued at 100° C. for 4 hours. The reaction mixture is evaporated to dryness, water is added to the residue which is acidified to pH 1 with 2 M aqueous HCl and extracted with EtOAc. The organic l... Starting materials: C(C1=CC=CC=C1)OC(=O)Cl (Benzyloxycarbonyl chloride), CCOCC (ether), Cl.NC=1N(C=CN1)C (2-Amino-1-methylimidazole hydrochloride). The solvent is [OH-].[Na+] (sodium hydroxide). Run at time 1 hour. Product: C(C1=CC=CC=C1)OC(=O)NC=1N(C=CN1)C (2-benzyloxycarbonylamino-1-methylimidazole). RXN SMILES: Cl.[NH2:2][C:3]1[N:4]([CH3:8])[CH:5]=[CH:6][N:7]=1.[CH2:9]([O:16][C:17](Cl)=[O:18])[C:10]1[CH:15]=[CH:14][CH:13]=[CH:12][CH:11]=1.CCOCC>[OH-].[Na+]>[CH2:9]([O:16][C:17]([NH:2][C:3]1[N:4]([CH3:8])[CH:5]=[CH:6][N:7]=1)=[O:18])[C:10]1[CH:15]=[CH:14][CH:13]=[CH:12][CH:11]=1 |f:0.1,4.5|. Procedure details: 2-Amino-1-methylimidazole hydrochloride (0.3 g) was dissolved in 1N sodium hydroxide solution (5 ml ). Benzyloxycarbonyl chloride (0.43 g) and ether (2 ml ) were added, and the mixture was stirred for 1 hour. The product was extracted with ethyl acetate, the extract was washed with water and aqueous saturated sodium chloride solution and dried over magnesium sulfate, and the solvent was evaporated under reduced pressure. Diethyl ether-hexane was added to the resulting residue for crystallization...